Dataset: the Open Reaction Database (ORD), a public repository of structured organic reaction records. Task: describe an organic reaction: reactants, conditions, products, and yield Reactants: CCCCCCCCc1ccc(-c2ccc(OB(O)O)cn2)cc1, C1CCOC1, CO, OO. Product: CCCCCCCCc1ccc(-c2ccc(O)cn2)cc1. RXN SMILES: [CH2:1]([CH2:2][CH2:3][CH2:4][CH2:5][CH2:6][CH2:7][CH3:8])[c:9]1[cH:10][cH:11][c:12](-[c:15]2[n:16][cH:17][c:18]([O:21][B:22]([OH:23])[OH:24])[cH:19][cH:20]2)[cH:13][cH:14]1.[CH2:29]1[O:30][CH2:31][CH2:32][CH2:33]1.[CH3:27][OH:28].[OH:25][OH:26]>>[CH2:1]([CH2:2][CH2:3][CH2:4][CH2:5][CH2:6][CH2:7][CH3:8])[c:9]1[cH:10][cH:11][c:12](-[c:15]2[n:16][cH:17][c:18]([OH:21])[cH:19][cH:20]2)[cH:13][cH:14]1.